From a dataset of the Open Reaction Database (ORD), a public repository of structured organic reaction records. describe an organic reaction: reactants, conditions, products, and yield Reactants: BrC=1C=C(C=NC1)N1C2CN3CC(CC(C1)C3)C2 (4-(5-Bromopyridin-3-yl)-1,4-diazatricyclo[4.3.1.13,8]undecane), CN(C1=CC=C(C=C1)B(O)O)C (4-dimethylaminophenylboronic acid). Product: N12CC3N(CC(CC(C1)C3)C2)C=2C=C(C=NC2)C2=CC=C(C=C2)N(C)C (N-{4-[5-(1,4-diazatricyclo[4.3.1.13,8]undec-4-yl)pyridin-3-yl]phenyl}-N,N-dimethylamine). As a reaction SMILES: Br[C:2]1[CH:3]=[C:4]([N:8]2[CH2:16][CH:15]3[CH2:17][N:11]4[CH2:12][CH:13]([CH2:18][CH:9]2[CH2:10]4)[CH2:14]3)[CH:5]=[N:6][CH:7]=1.[CH3:19][N:20]([CH3:30])[C:21]1[CH:26]=[CH:25][C:24](B(O)O)=[CH:23][CH:22]=1>>[N:11]12[CH2:17][CH:15]3[CH2:14][CH:13]([CH2:18][CH:9]([N:8]([C:4]4[CH:3]=[C:2]([C:24]5[CH:25]=[CH:26][C:21]([N:20]([CH3:30])[CH3:19])=[CH:22][CH:23]=5)[CH:7]=[N:6][CH:5]=4)[CH2:16]3)[CH2:10]1)[CH2:12]2. Procedure: The title compound was prepared from the product of Example 65A and 4-dimethylaminophenylboronic acid according to General Method B: 1H NMR (500 MHz, CDCl3) δ ppm 8.15 (s, 1 H), 8.03 (s, 1 H), 7.48 (d, 2 H), 7.06 (s, 1 H), 6.80 (d, 2 H), 3.73-3.35 (m, 7 H), 3.06-3.03 (m, 8 H), 2.27-2.17 (m, 3 H), 2.04-1.79 (m, 3 H), 1.88-1.77 (m, 3 H); LC-MS Method D (ESI+) m/z 349.0 (M+H)+, retention time 1.24 minutes. Reactants: CC1=NC(=CC=2C(=CC=CC12)N)C (1,3-dimethylisoquinolin-5-amine), FC(C1=CC=C(CN=C=O)C=C1)(F)F ([4-(trifluoromethyl)benzyl]isocyanate). The product is CC1=NC(=CC2=C(C=CC=C12)NC(=O)NCC1=CC=C(C=C1)C(F)(F)F)C (N-(1,3-Dimethylisoquinolin-5-yl)-N′-[4-(trifluoromethyl)benzyl]urea). RXN SMILES: [CH3:1][C:2]1[C:11]2[CH:10]=[CH:9][CH:8]=[C:7]([NH2:12])[C:6]=2[CH:5]=[C:4]([CH3:13])[N:3]=1.[F:14][C:15]([F:27])([F:26])[C:16]1[CH:25]=[CH:24][C:19]([CH2:20][N:21]=[C:22]=[O:23])=[CH:18][CH:17]=1>>[CH3:1][C:2]1[C:11]2[C:6](=[C:7]([NH:12][C:22]([NH:21][CH2:20][C:19]3[CH:18]=[CH:17][C:16]([C:15]([F:14])([F:27])[F:26])=[CH:25][CH:24]=3)=[O:23])[CH:8]=[CH:9][CH:10]=2)[CH:5]=[C:4]([CH3:13])[N:3]=1. Procedure: Prepared from 1,3-dimethylisoquinolin-5-amine (Description 83) and [4-(trifluoromethyl)benzyl]isocyanate (Description 58) according to Description 61. m/z (ES+) 374 (M+H)+. Reaction SMILES: [CH2:26]1[O:27][CH2:28][CH2:29][CH2:30]1.[CH:17]([N:18]([CH:19]([CH3:20])[CH3:21])[CH2:22][CH3:23])([CH3:24])[CH3:25].[CH:1](=[O:2])[c:3]1[cH:4][cH:5][c:6]2[cH:7][cH:8][cH:9][cH:10][c:11]2[cH:12]1.[Cl:31][CH2:32][Cl:33].[N+:13](=[O:14])([O-:15])[CH3:16].[OH2:34]>>[CH:1]([OH:2])([c:3]1[cH:4][cH:5][c:6]2[cH:7][cH:8][cH:9][cH:10][c:11]2[cH:12]1)[CH2:16][N+:13](=[O:14])[O-:15]. Starting materials: C1CCOC1, CCN(C(C)C)C(C)C, O=Cc1ccc2ccccc2c1, ClCCl, C[N+](=O)[O-], O. Product: O=[N+]([O-])CC(O)c1ccc2ccccc2c1.